From a dataset of the Open Reaction Database (ORD), a public repository of structured organic reaction records. describe an organic reaction: reactants, conditions, products, and yield Starting materials: N#Cc1cnc(-c2cnc3c(Nc4ccc(C(F)(F)F)cn4)ccnc3n2)c(C(F)(F)F)c1, O=S(=O)(O)O. Yields the product NC(=O)c1cnc(-c2cnc3c(Nc4ccc(C(F)(F)F)cn4)ccnc3n2)c(C(F)(F)F)c1. RXN SMILES: [F:1][C:2]([c:3]1[c:4](-[c:11]2[cH:12][n:13][c:14]3[c:15]([n:16]2)[n:17][cH:18][cH:19][c:20]3[NH:21][c:22]2[n:23][cH:24][c:25]([C:28]([F:29])([F:30])[F:31])[cH:26][cH:27]2)[n:5][cH:6][c:7]([C:8]#[N:9])[cH:10]1)([F:32])[F:33].[S:34]([OH:35])(=[O:36])(=[O:37])[OH:38]>>[F:1][C:2]([c:3]1[c:4](-[c:11]2[cH:12][n:13][c:14]3[c:15]([n:16]2)[n:17][cH:18][cH:19][c:20]3[NH:21][c:22]2[n:23][cH:24][c:25]([C:28]([F:29])([F:30])[F:31])[cH:26][cH:27]2)[n:5][cH:6][c:7]([C:8]([NH2:9])=[O:35])[cH:10]1)([F:32])[F:33].